This data is from the Open Reaction Database (ORD), a public repository of structured organic reaction records. The task is: describe an organic reaction: reactants, conditions, products, and yield The product is C(=O)(OC)C1=C(C=C(CBr)C=C1)OC (4-Carbomethoxy-3-methoxybenzyl bromide). As a reaction SMILES: [Br:1]N1C(=O)CCC1=O.[CH3:9][O:10][C:11]1[CH:20]=[C:19]([CH3:21])[CH:18]=[CH:17][C:12]=1[C:13]([O:15][CH3:16])=[O:14].C(OOC(=O)C1C=CC=CC=1)(=O)C1C=CC=CC=1>C(Cl)(Cl)(Cl)Cl>[C:13]([C:12]1[CH:17]=[CH:18][C:19]([CH2:21][Br:1])=[CH:20][C:11]=1[O:10][CH3:9])([O:15][CH3:16])=[O:14]. Procedure: N-Bromosuccinimide (45.3 g) was added to methyl 2-methoxy-4-methylbenzoate (45.8 g) in carbon tetrachloride (~11) containing a trace of dibenzoyl peroxide. The suspension was heated under reflux until no orange colour persisted, then cooled, filtered and the filtrate evaporated to give the title compound, bp 136°-144°/7 mm. τ (CDCl3) 6.17 (3H, s), 6.13 (3H, s), 5.59 (2H, s), 2.9-3.15 (2H, m), 2.3 (1H, J=8 Hz). The solvent is C(Cl)(Cl)(Cl)Cl (carbon tetrachloride). Starting materials: BrN1C(CCC1=O)=O (N-Bromosuccinimide), COC1=C(C(=O)OC)C=CC(=C1)C (methyl 2-methoxy-4-methylbenzoate), C(C1=CC=CC=C1)(=O)OOC(C1=CC=CC=C1)=O (dibenzoyl peroxide). Reactants: NC1=NC2=C(C=3C=C(C=NC13)CCC1=CC=C(C=C1)O)C=CC(=C2)C (4-(2-(5-amino-8-methylbenzo[f][1,7]naphthyridin-2-yl)ethyl)phenol), BrCCN1CCOCC1 (4-(2-bromoethyl)morpholine). Yields the product CC1=CC=2C(=C3C=C(C=NC3=C(N2)N)CCC2=CC=C(C=C2)OCCN2CCOCC2)C=C1 (8-Methyl-2-(4-(2-morpholinoethoxy)phenethyl)benzo[f][1,7]naphthyridin-5-amine). Reaction SMILES: [NH2:1][C:2]1[C:11]2[N:10]=[CH:9][C:8]([CH2:12][CH2:13][C:14]3[CH:19]=[CH:18][C:17]([OH:20])=[CH:16][CH:15]=3)=[CH:7][C:6]=2[C:5]2[CH:21]=[CH:22][C:23]([CH3:25])=[CH:24][C:4]=2[N:3]=1.Br[CH2:27][CH2:28][N:29]1[CH2:34][CH2:33][O:32][CH2:31][CH2:30]1>>[CH3:25][C:23]1[CH:22]=[CH:21][C:5]2=[C:6]3[C:11](=[C:2]([NH2:1])[N:3]=[C:4]2[CH:24]=1)[N:10]=[CH:9][C:8]([CH2:12][CH2:13][C:14]1[CH:15]=[CH:16][C:17]([O:20][CH2:27][CH2:28][N:29]2[CH2:34][CH2:33][O:32][CH2:31][CH2:30]2)=[CH:18][CH:19]=1)=[CH:7]3. Procedure: 8-Methyl-2-(4-(2-morpholinoethoxy)phenethyl)benzo[f][1,7]naphthyridin-5-amine was prepared from 4-(2-(5-amino-8-methylbenzo[f][1,7]naphthyridin-2-yl)ethyl)phenol (from Example 170) following the procedure described for Example 139, but using 4-(2-bromoethyl)morpholine. 1H NMR (Acetone-d6): δ 8.78 (s, 1H), 8.72 (s, 1H), 8.30 (d, 1H), 7.46 (s, 1H), 7.17-7.24 (m, 3H), 6.85 (d, 2H), 4.08 (t, 2H), 3.56-3.62 (m, 4H), 3.45-3.53 (m, 2H), 3.24 (t, 2H), 3.07 (t, 2H), 2.73 (t, 2H), 2.52-2.56 (m, 2H), 2.49 ... Reaction SMILES: [O:1]1[CH:5]=[CH:4][CH:3]=[C:2]1[CH2:6][N:7]1[CH:11]=[CH:10][CH:9]=[C:8]1[C:12](=[O:17])C(F)(F)F.C([OH:20])C.[OH-].[Na+]>O>[O:1]1[CH:5]=[CH:4][CH:3]=[C:2]1[CH2:6][N:7]1[CH:11]=[CH:10][CH:9]=[C:8]1[C:12]([OH:17])=[O:20] |f:2.3|. Reported procedure: 1-Furfurylpyrrole (2.3 g, 15.6 mMol), 15 ml of trifluoroacetic anhydride (22.35 g, 106 mmol), 50 ml of nitromethane and 25 ml anhydrous diethylether were combined in a 100 ml round bottom flask. The mixture was stirred overnight under positive argon. The reaction was heated and the excess solvents distilled off. The mixture was evaporated to dryness under reduced pressure to give 3.9 g of a dark oil. The oil was distilled in a Kugel-rohr apparatus. The fraction collected at 80° C. to 90° C. at 0... Starting materials: O1C(=CC=C1)CN1C(=CC=C1)C(C(F)(F)F)=O (1-(2-furanylmethyl)-2-trifluoroacetyl-1H-pyrrole), C(C)O (ethylalcohol), [OH-].[Na+] (Sodium hydroxide). The product is O1C(=CC=C1)CN1C(=CC=C1)C(=O)O (1-(2-Furanylmethyl)-1H-Pyrrole-2 -Carboxylic Acid). Run in O (water). Starting materials: COC1=CC(=NC=C1)C#N (4-methoxy-2-piridinecarbonitrile), C(C)(=O)C1=NC=CC(=C1)Cl (2-acetyl4-chloropyridine). Product: C(C)(=O)C1=NC=CC(=C1)OC (2-Acetyl-4-methoxypyridine). RXN SMILES: [CH3:1][O:2]C1C=CN=C(C#N)C=1.[C:11]([C:14]1[CH:19]=[C:18](Cl)[CH:17]=[CH:16][N:15]=1)(=[O:13])[CH3:12]>>[C:11]([C:14]1[CH:19]=[C:18]([O:2][CH3:1])[CH:17]=[CH:16][N:15]=1)(=[O:13])[CH3:12]. Reported procedure: The title compound was prepared from 4-methoxy-2-piridinecarbonitrile by using the procedure described for the preparation of 2-acetyl4-chloropyridine. Reactants: ClC=1C=C(C=CC1)[C@H](OCCNC(OC)=O)[C@H]1CN(CCO1)C(N[C@@H](CC1CCOCC1)[C@@H](CN(C(=O)OCC[Si](C)(C)C)C)O)=O (methyl 2-((S)-(3-chlorophenyl)((R)-4-((2S,3R)-3-hydroxy-4-(N-methyl-N-(2-(trimethylsilyl)ethoxycarbonyl)amino)-1-(tetrahydro-2H-pyran-4-yl)butan-2-ylcarbamoyl)morpholin-2-yl)methoxy)ethylcarbamate), [N+](CC)(CC)(CC)CC.[F-] (Et4NF). Run in CC#N (MeCN). Conditions: time 0.5 hour. The product is ClC=1C=C(C=CC1)[C@H](OCCNC(OC)=O)[C@H]1CN(CCO1)C(N[C@@H](CC1CCOCC1)[C@@H](CNC)O)=O (Methyl 2-((S)-(3-chlorophenyl)((R)-4-((2S,3R)-3-hydroxy-4-(methylamino)-1-(tetrahydro-2H-pyran-4-yl)butan-2-ylcarbamoyl)morpholin-2-yl)methoxy)ethylcarbamate). Yield: 12.4%. Reaction SMILES: [Cl:1][C:2]1[CH:3]=[C:4]([C@@H:8]([C@@H:17]2[O:22][CH2:21][CH2:20][N:19]([C:23](=[O:47])[NH:24][C@H:25]([C@H:33]([OH:46])[CH2:34][N:35](C)[C:36](OCC[Si](C)(C)C)=O)[CH2:26][CH:27]3[CH2:32][CH2:31][O:30][CH2:29][CH2:28]3)[CH2:18]2)[O:9][CH2:10][CH2:11][NH:12][C:13](=[O:16])[O:14][CH3:15])[CH:5]=[CH:6][CH:7]=1.[N+](CC)(CC)(CC)CC.[F-]>CC#N>[Cl:1][C:2]1[CH:3]=[C:4]([C@@H:8]([C@@H:17]2[O:22][CH2:21][CH2:20][N:19]([C:23](=[O:47])[NH:24][C@H:25]([C@H:33]([OH:46])[CH2:34][NH:35][CH3:36])[CH2:26][CH:27]3[CH2:32][CH2:31][O:30][CH2:29][CH2:28]3)[CH2:18]2)[O:9][CH2:10][CH2:11][NH:12][C:13](=[O:16])[O:14][CH3:15])[CH:5]=[CH:6][CH:7]=1 |f:1.2|. Procedure: A 10 mL flask was charged with methyl 2-((S)-(3-chlorophenyl)((R)-4-((2S,3R)-3-hydroxy-4-(N-methyl-N-(2-(trimethylsilyl)ethoxycarbonyl)amino)-1-(tetrahydro-2H-pyran-4-yl)butan-2-ylcarbamoyl)morpholin-2-yl)methoxy)ethylcarbamate (30 mg, 0.043 mmol) dissolved in MeCN (4 mL) and Et4NF (14 mg, 0.094 mmol) was added. The mixture was stirred for 0.5 h under reflux. After stirring, it was monitored by HPLC until the reaction ended. The solution was concentrated in vacuo and purified by HPLC to give the... Starting materials: ClC=1C=C(C=CC1Cl)C=1NC=C(N1)I (2-(3,4-dichloro-phenyl)-4-iodo-1H-imidazole), C(#N)C=1C=C(C=CC1)B(O)O (3-cyanophenylboronic acid), C(=O)([O-])[O-].[K+].[K+] (K2CO3), CCOC(=O)C (EtOAc). Reagents/catalysts: C1(=CC=CC=C1)P(C1=CC=CC=C1)C1=CC=CC=C1.C1(=CC=CC=C1)P(C1=CC=CC=C1)C1=CC=CC=C1.C1(=CC=CC=C1)P(C1=CC=CC=C1)C1=CC=CC=C1.C1(=CC=CC=C1)P(C1=CC=CC=C1)C1=CC=CC=C1.[Pd] (palladium tetrakis(triphenylphosphine)). The solvent is C1(=CC=CC=C1)C (toluene). Product: ClC=1C=C(C=CC1Cl)C1=NC=C(N1)C=1C=C(C#N)C=CC1 (3-[2-(3,4-dichloro-phenyl)-3H-imidazol-4-yl]-benzonitrile). The yield is 8.9%. Reaction SMILES: [Cl:1][C:2]1[CH:3]=[C:4]([C:9]2[NH:10][CH:11]=[C:12](I)[N:13]=2)[CH:5]=[CH:6][C:7]=1[Cl:8].[C:15]([C:17]1[CH:18]=[C:19](B(O)O)[CH:20]=[CH:21][CH:22]=1)#[N:16].C([O-])([O-])=O.[K+].[K+].CCOC(C)=O>C1(C)C=CC=CC=1.C1(P(C2C=CC=CC=2)C2C=CC=CC=2)C=CC=CC=1.C1(P(C2C=CC=CC=2)C2C=CC=CC=2)C=CC=CC=1.C1(P(C2C=CC=CC=2)C2C=CC=CC=2)C=CC=CC=1.C1(P(C2C=CC=CC=2)C2C=CC=CC=2)C=CC=CC=1.[Pd]>[Cl:1][C:2]1[CH:3]=[C:4]([C:9]2[NH:13][C:12]([C:21]3[CH:22]=[C:17]([CH:18]=[CH:19][CH:20]=3)[C:15]#[N:16])=[CH:11][N:10]=2)[CH:5]=[CH:6][C:7]=1[Cl:8] |f:2.3.4,7.8.9.10.11|. Reported procedure: A solution of 2-(3,4-dichloro-phenyl)-4-iodo-1H-imidazole (1.69 g, 5 mmol) and palladium tetrakis(triphenylphosphine) (0.29 g, 0.25 mmol) in toluene (25 ml) was stirred at r.t. for 15 min. 3-cyanophenylboronic acid (0.74 g, 5 mmol) and 2M K2CO3 solution (5 ml) was then added and the resulting mixture refluxed for 24 h. EtOAc (200 ml) was added and the organic phase was dried (Na2SO4), solvent eaporated and the residue chromatographed over SiO2 with EtOAc-hexane=1:1 to give 3-[2-(3,4-dichloro-phe... Reported procedure: The mesylate of 3-nonanol (11.5 g, 51.9 mmol), triiodophenol (24.5 g, 51.9 mmol) and potassium carbonate (7.18 g, 51.9 mmol) were reacted in dry DMF (200 ml) as per 2-(2,4,6-triiodophenoxy)-pentadecane except at an oil bath temperature of 87° C. for 16 hrs. The reaction was processed as for 2-(2,4,6-triiodophenoxy)-pentadecane to provide a light brown oil. Flash column chromatography (silica, hexanes) provided 3-(2,4,6-Triiodophenoxy)-nonane (20.9 g, 67%) as a clear viscous oil. Isolated yield 67.3%. Yields the product IC1=C(OC(CC)CCCCCC)C(=CC(=C1)I)I (3-(2,4,6-Triiodophenoxy)-nonane). Solvent: hexanes, CN(C)C=O (DMF). Starting materials: IC1=C(OC(C)CCCCCCCCCCCCC)C(=CC(=C1)I)I (2-(2,4,6-triiodophenoxy)-pentadecane), S(C)(=O)(=O)[O-] (mesylate), CCC(CCCCCC)O (3-nonanol), C=1C(=CC(=C(C1I)O)I)I (triiodophenol), C([O-])([O-])=O.[K+].[K+] (potassium carbonate), IC1=C(OC(C)CCCCCCCCCCCCC)C(=CC(=C1)I)I (2-(2,4,6-triiodophenoxy)-pentadecane). Reaction SMILES: S([O-])(=O)(=O)C.[CH3:6][CH2:7][CH:8]([OH:15])[CH2:9][CH2:10][CH2:11][CH2:12][CH2:13][CH3:14].[CH:16]1[C:17]([I:25])=[CH:18][C:19]([I:24])=[C:20](O)[C:21]=1[I:22].C(=O)([O-])[O-].[K+].[K+].IC1C=C(I)C=C(I)C=1OC(CCCCCCCCCCCCC)C>CN(C=O)C>[I:22][C:21]1[CH:20]=[C:19]([I:24])[CH:18]=[C:17]([I:25])[C:16]=1[O:15][CH:8]([CH2:9][CH2:10][CH2:11][CH2:12][CH2:13][CH3:14])[CH2:7][CH3:6] |f:3.4.5|. Reactants: OC[C@H](CC(C)C)N ((1S)-1-(Hydroxymethyl)-3-methyl butylamine), (1S)-1-(chloromethyl)-3-methylbutanammonium chloride, COC(=O)C1=CC(=C(C=C1)N=C=S)C (4-(Methoxycarbonyl)-2-methylphenyl isothiocyanate), (1S)-1-(chloromethyl)-3-methylbutanammonium chloride, COC([C@@H](N)CC(C)C)=O ((L)-leucine methyl ester), OCCN (2-hydroxyethylamine). The product is COC(=O)C1=CC(=C(C=C1)N=C1SC[C@@H](N1)CC(C)C)C ((4S)-2-(4-(methoxycarbonyl)-2-methylphenylimino)-4-isobutyl-1,3-thiazolidine). Reaction SMILES: O[CH2:2][C@@H:3]([NH2:8])[CH2:4][CH:5]([CH3:7])[CH3:6].COC(=O)[C@H](CC(C)C)N.OCCN.[CH3:23][O:24][C:25]([C:27]1[CH:32]=[CH:31][C:30]([N:33]=[C:34]=[S:35])=[C:29]([CH3:36])[CH:28]=1)=[O:26]>>[CH3:23][O:24][C:25]([C:27]1[CH:32]=[CH:31][C:30]([N:33]=[C:34]2[NH:8][C@@H:3]([CH2:4][CH:5]([CH3:7])[CH3:6])[CH2:2][S:35]2)=[C:29]([CH3:36])[CH:28]=1)=[O:26]. Procedure details: (1S)-1-(Hydroxymethyl)-3-methyl butylamine was made from (L)-leucine methyl ester as described in Method B1b. The 2-hydroxyethylamine was converted to (1S)-1-(chloromethyl)-3-methylbutanammonium chloride as described in Method B7a. 4-(Methoxycarbonyl)-2-methylphenyl isothiocyanate was reacted with (1S)-1-(chloromethyl)-3-methylbutanammonium chloride according to Method C1a to give (4S)-2-(4-(methoxycarbonyl)-2-methylphenylimino)-4-isobutyl-1,3-thiazolidine. The thiazolidine was reacted with isob... The reactants are COc1ccc([N+](=O)[O-])c(NCCNC(=O)OC(C)(C)C)c1, C1COCCO1, [OH-], [OH-], [Pd+2]. The product is COc1ccc(N)c(NCCNC(=O)OC(C)(C)C)c1. RXN SMILES: [C:1]([CH3:2])([CH3:3])([CH3:4])[O:5][C:6]([NH:7][CH2:8][CH2:9][NH:10][c:11]1[c:12]([N+:19]([O-:20])=[O:21])[cH:13][cH:14][c:15]([O:17][CH3:18])[cH:16]1)=[O:22].[CH2:26]1[O:27][CH2:28][CH2:29][O:30][CH2:31]1.[OH-:23].[OH-:24].[Pd+2:25]>>[C:1]([CH3:2])([CH3:3])([CH3:4])[O:5][C:6]([NH:7][CH2:8][CH2:9][NH:10][c:11]1[c:12]([NH2:19])[cH:13][cH:14][c:15]([O:17][CH3:18])[cH:16]1)=[O:22].